From a dataset of the Open Reaction Database (ORD), a public repository of structured organic reaction records. describe an organic reaction: reactants, conditions, products, and yield The reactants are CC#N, Clc1cc(Cl)ncn1, CC(N)c1ccccc1. Yields the product CC(Nc1cc(Cl)ncn1)c1ccccc1. Reaction SMILES: [CH3:18][C:19]#[N:20].[Cl:1][c:2]1[n:3][cH:4][n:5][c:6]([Cl:8])[cH:7]1.[c:9]1([CH:15]([CH3:16])[NH2:17])[cH:10][cH:11][cH:12][cH:13][cH:14]1>>[c:2]1([NH:17][CH:15]([c:9]2[cH:10][cH:11][cH:12][cH:13][cH:14]2)[CH3:16])[n:3][cH:4][n:5][c:6]([Cl:8])[cH:7]1. Starting materials: S1C=CC2=C1NC(=C2)C(=O)OC (methyl 6H-thieno[2,3-b]pyrrole-5-carboxylate), BrCC1=CC=CC2=CC=C(C=C12)F (1-bromomethyl-7-fluoro-naphthalene). Yields the product COC(=O)C1=CC2=C(N1CC1=CC=CC3=CC=C(C=C13)F)SC=C2 (6-(7-fluoro-naphthalen-1-ylmethyl)-6H-thieno[2,3-b]pyrrole-5-carboxylic acid methyl ester). Reaction SMILES: [S:1]1[C:5]2[NH:6][C:7]([C:9]([O:11][CH3:12])=[O:10])=[CH:8][C:4]=2[CH:3]=[CH:2]1.Br[CH2:14][C:15]1[C:24]2[C:19](=[CH:20][CH:21]=[C:22]([F:25])[CH:23]=2)[CH:18]=[CH:17][CH:16]=1>>[CH3:12][O:11][C:9]([C:7]1[N:6]([CH2:14][C:15]2[C:24]3[C:19](=[CH:20][CH:21]=[C:22]([F:25])[CH:23]=3)[CH:18]=[CH:17][CH:16]=2)[C:5]2[S:1][CH:2]=[CH:3][C:4]=2[CH:8]=1)=[O:10]. Procedure details: Using general procedure B, methyl 6H-thieno[2,3-b]pyrrole-5-carboxylate was coupled with 1-bromomethyl-7-fluoro-naphthalene (from Example 49.3.) to give 6-(7-fluoro-naphthalen-1-ylmethyl)-6H-thieno[2,3-b]pyrrole-5-carboxylic acid methyl ester which was hydrolyzed as described in the general procedure B (Exp. 2.2) to give the title compound as a white solid. MS: 324.5 ([M−H]−). Starting materials: NC1=C2C(=NC(=C1C(=O)OCC)C)SC(=C2C2=CC(=CC=C2)C)Br (ethyl 4-amino-2-bromo-6-methyl-3-(3-methyl phenyl)thieno[2,3-b]pyridine-5-carboxylate), [OH-].[Na+] (NaOH), C1(=CC=CC=C1)OC1=CC=CC=C1 (diphenyl ether). Run in C(C)O (ethanol). Reaction conditions: temperature 90 celsius. Yields the product BrC1=C(C2=C(N=C(C=C2N)C)S1)C1=CC(=CC=C1)C (2-Bromo-6-methyl-3-(3-methylphenyl)thieno[2,3-b]pyridin-4-amine). Yield: 65.8%. Reaction SMILES: [NH2:1][C:2]1[C:7](C(OCC)=O)=[C:6]([CH3:13])[N:5]=[C:4]2[S:14][C:15]([Br:24])=[C:16]([C:17]3[CH:22]=[CH:21][CH:20]=[C:19]([CH3:23])[CH:18]=3)[C:3]=12.[OH-].[Na+].C1(OC2C=CC=CC=2)C=CC=CC=1>C(O)C>[Br:24][C:15]1[S:14][C:4]2[N:5]=[C:6]([CH3:13])[CH:7]=[C:2]([NH2:1])[C:3]=2[C:16]=1[C:17]1[CH:22]=[CH:21][CH:20]=[C:19]([CH3:23])[CH:18]=1 |f:1.2|. Reported procedure: To a stirred solution of ethyl 4-amino-2-bromo-6-methyl-3-(3-methyl phenyl)thieno[2,3-b]pyridine-5-carboxylate (Description 58) (900 mg, 2.221 mmol) in ethanol (20 mL) at RT was added aqueous NaOH (5M) (1.0 mL, 5.0 mmol). The reaction mixture was heated to 90° C. for ca. 2 h. After cooling to RT the solvent was removed in vacuo. The residue was re-dissolved in water (ca. 80 mL) and neutralized to ca. pH 7 using aqueous HCl (5M). The solution was then extracted with 20% MeOH in DCM (ca. 50 mL×2).... The reactants are CCI, N#Cc1ccc(CC23CCCC=C2N(c2cc(Cl)cc(Cl)c2)C(=O)N3)cc1, [H-], [Na+], CN(C)C=O. The product is CCN1C(=O)N(c2cc(Cl)cc(Cl)c2)C2=CCCCC21Cc1ccc(C#N)cc1. RXN SMILES: [CH2:30]([CH3:31])[I:32].[Cl:1][c:2]1[cH:3][c:4]([N:9]2[C:10](=[O:27])[NH:11][C:12]3([CH2:18][c:19]4[cH:20][cH:21][c:22]([C:23]#[N:24])[cH:25][cH:26]4)[C:13]2=[CH:14][CH2:15][CH2:16][CH2:17]3)[cH:5][c:6]([Cl:8])[cH:7]1.[H-:29].[Na+:28].[O:33]=[CH:34][N:35]([CH3:36])[CH3:37]>>[Cl:1][c:2]1[cH:3][c:4]([N:9]2[C:10](=[O:27])[N:11]([CH2:30][CH3:31])[C:12]3([CH2:18][c:19]4[cH:20][cH:21][c:22]([C:23]#[N:24])[cH:25][cH:26]4)[C:13]2=[CH:14][CH2:15][CH2:16][CH2:17]3)[cH:5][c:6]([Cl:8])[cH:7]1. Starting materials: CCOC(C)=O, CO, CC(C)(C)OC(=O)N1CC(=C(c2cc(F)cc(F)c2)C(C)(C)C)C1, [H][H]. The product is CC(C)(C)OC(=O)N1CC(C(c2cc(F)cc(F)c2)C(C)(C)C)C1. Reaction SMILES: [CH3:27][CH2:28][O:29][C:30](=[O:31])[CH3:32].[CH3:33][OH:34].[F:1][c:2]1[cH:3][c:4]([C:9]([C:10]([CH3:11])([CH3:12])[CH3:13])=[C:14]2[CH2:15][N:16]([C:18](=[O:19])[O:20][C:21]([CH3:22])([CH3:23])[CH3:24])[CH2:17]2)[cH:5][c:6]([F:8])[cH:7]1.[H:25][H:26]>>[F:1][c:2]1[cH:3][c:4]([CH:9]([C:10]([CH3:11])([CH3:12])[CH3:13])[CH:14]2[CH2:15][N:16]([C:18](=[O:19])[O:20][C:21]([CH3:22])([CH3:23])[CH3:24])[CH2:17]2)[cH:5][c:6]([F:8])[cH:7]1.